The task is: describe an organic reaction: reactants, conditions, products, and yield. This data is from the Open Reaction Database (ORD), a public repository of structured organic reaction records. Starting materials: Cc1ccccc1, OCc1cccc(Cl)n1, [Na+], O=C([O-])O, O=S(Cl)Cl. Product: ClCc1cccc(Cl)n1. RXN SMILES: [CH3:19][c:20]1[cH:21][cH:22][cH:23][cH:24][cH:25]1.[Cl:1][c:2]1[cH:3][cH:4][cH:5][c:6]([CH2:8][OH:9])[n:7]1.[Na+:14].[OH:15][C:16](=[O:17])[O-:18].[S:10]([Cl:11])([Cl:12])=[O:13]>>[Cl:1][c:2]1[cH:3][cH:4][cH:5][c:6]([CH2:8][Cl:12])[n:7]1.